From a dataset of the Open Reaction Database (ORD), a public repository of structured organic reaction records. describe an organic reaction: reactants, conditions, products, and yield Starting materials: C(C)(=O)NC1=NC=C(C(=O)NC2=NC=3C=C(C=CC3C=3N2CCN3)N3CCOCC3)C=C1 (6-(Acetamido)-N-[8-(morpholin-4-yl)-2,3-dihydroimidazo[1,2-c]quinazolin-5-yl]nicotinamide), Cl (HCl). Solvent: O1CCOCC1 (1,4-dioxane), O1CCOCC1 (1,4-dioxane). Conditions: time 40 minute. Product: Cl.C(C)(=O)NC1=NC=C(C(=O)NC2=NC=3C=C(C=CC3C=3N2CCN3)N3CCOCC3)C=C1 (6-(Acetamido)-N-[8-(morpholin-4-yl)-2,3-dihydroimidazo[1,2-c]quinazolin-5-yl]nicotinamide hydrochloride). Isolated yield 78.0%. RXN SMILES: [C:1]([NH:4][C:5]1[CH:32]=[CH:31][C:8]([C:9]([NH:11][C:12]2[N:21]3[CH2:22][CH2:23][N:24]=[C:20]3[C:19]3[CH:18]=[CH:17][C:16]([N:25]4[CH2:30][CH2:29][O:28][CH2:27][CH2:26]4)=[CH:15][C:14]=3[N:13]=2)=[O:10])=[CH:7][N:6]=1)(=[O:3])[CH3:2].[ClH:33]>O1CCOCC1>[ClH:33].[C:1]([NH:4][C:5]1[CH:32]=[CH:31][C:8]([C:9]([NH:11][C:12]2[N:21]3[CH2:22][CH2:23][N:24]=[C:20]3[C:19]3[CH:18]=[CH:17][C:16]([N:25]4[CH2:30][CH2:29][O:28][CH2:27][CH2:26]4)=[CH:15][C:14]=3[N:13]=2)=[O:10])=[CH:7][N:6]=1)(=[O:3])[CH3:2] |f:3.4|. Procedure details: To a mixture of 6-(acetamido)-N-[8-(morpholin-4-yl)-2,3-dihydroimidazo[1,2-c]-quinazolin-5-yl]nicotinamide (Example 2-3) 20.0 mg (0.046 mmol) in 1,4-dioxane 1.5 mL was added 4N HCl in 1,4-dioxane 0.5 mL and stirred at room temperature for 40 minutes. The precipitate was collected and washed with diethyl ether to give the title compound 17.0 mg as yellow solid. Yield 78%.